This data is from the Open Reaction Database (ORD), a public repository of structured organic reaction records. The task is: describe an organic reaction: reactants, conditions, products, and yield The reactants are COC(=O)[C@@H]1CSCC2=C(C(OCCCCC(N1)=S)=O)C(=C(C=C2O)OC)C ((R)-16-hydroxy-14-methoxy-13-methyl-12-oxo-6-thioxo-1,3,4,5,6,7,8,9,10,12-decahydro-11,2,5-benzoxathiaazacyclotetradecine-4-carboxylic acid methyl ester), NCCCO (3-amino-propanol). Run in C(C)(=O)OCC (ethyl acetate), CO (methanol). Reaction conditions: temperature 50 celsius. Product: OCCCNC(=O)[C@@H]1CSCC2=C(C(OCCCCC(N1)=S)=O)C(=C(C=C2O)OC)C ((R)-16-hydroxy-14-methoxy-13-methyl-12-oxo-6-thioxo-1,3,4,5,6,7,8,9,10,12-decahydro-11,2,5-benzoxathiaazacyclotetradecine-4-carboxylic acid 3-hydroxy-propylamide). Reaction SMILES: CO[C:3]([C@H:5]1[NH:18][C:17](=[S:19])[CH2:16][CH2:15][CH2:14][CH2:13][O:12][C:11](=[O:20])[C:10]2[C:21]([CH3:28])=[C:22]([O:26][CH3:27])[CH:23]=[C:24]([OH:25])[C:9]=2[CH2:8][S:7][CH2:6]1)=[O:4].[NH2:29][CH2:30][CH2:31][CH2:32][OH:33]>CO.C(OCC)(=O)C>[OH:33][CH2:32][CH2:31][CH2:30][NH:29][C:3]([C@H:5]1[NH:18][C:17](=[S:19])[CH2:16][CH2:15][CH2:14][CH2:13][O:12][C:11](=[O:20])[C:10]2[C:21]([CH3:28])=[C:22]([O:26][CH3:27])[CH:23]=[C:24]([OH:25])[C:9]=2[CH2:8][S:7][CH2:6]1)=[O:4]. Procedure details: A solution of 43 mg of the product of Example 23 in a mixture of 0.5 ml of methanol and 0.5 ml of 3-amino-propanol was heated to 50° C. 20 min. The mixture was diluted with ethyl acetate and washed with 1N hydrochloric acid and water. The organic layer was dried over sodium sulfate and evaporated in vacuo and the solid residue was recrystallized from ethyl acetate/hexane to afford 12 mg (R)-16-hydroxy-14-methoxy-13-methyl-12-oxo-6-thioxo-1,3,4,5,6,7,8,9,10,12-decahydro-11,2,5-benzoxathiaazacyclo... The reactants are c1([Si]c2ccccc2)ccccc1, S(=O)(=O)(c1cc2c3cnc(c(c3)O[C@H](C)c3c(ccc(c3)F)C(N(Cc2cc1)C)=O)N)C. The reagents and catalysts are c1ccc(cc1)-c2c3ccccc3cc4ccccc24 (9-Phenylanthracene), Cl[Ir].[O+]#[C-].P(c1ccccc1)(c2ccccc2)c3ccccc3.P(c4ccccc4)(c5ccccc5)c6ccccc6 (IrClCO(PPh3)2). Solvent: CC1=CC=CC=C1 (Toluene). Run at temperature 90 celsius, time 18 hour. Yields the product C[C@H]1Oc2cc(cnc2N)c3cc(ccc3CN(C)Cc4ccc(F)cc14)S(=O)(=O)C. Reaction SMILES: [CH3:1][C@@H:2]1[c:27]([c:21]2[C:20](=O)[N:18]([CH3:19])[CH2:17][c:16]([c:11]3[c:6]4[cH:5][c:4]([c:9]([NH2:10])[n:8][cH:7]4)[O:3]1)[cH:15][cH:14][c:13]([S:28]([CH3:31])(=[O:30])=[O:29])[cH:12]3)[cH:26][c:24]([F:25])[cH:23][cH:22]2.[SiH2](c1ccccc1)c2ccccc2>>[CH3:1][C@@H:2]1[c:27]([c:21]2[CH2:20][N:18]([CH3:19])[CH2:17][c:16]([c:11]3[c:6]4[cH:5][c:4]([c:9]([NH2:10])[n:8][cH:7]4)[O:3]1)[cH:15][cH:14][c:13]([S:28]([CH3:31])(=[O:30])=[O:29])[cH:12]3)[cH:26][c:24]([F:25])[cH:23][cH:22]2. The reactants are CCO, O=[N+]([O-])c1ccc(F)c(-c2ccncc2)c1F. The product is Nc1ccc(F)c(-c2ccncc2)c1F. Reaction SMILES: [CH3:18][CH2:19][OH:20].[F:1][c:2]1[c:3](-[c:12]2[cH:13][cH:14][n:15][cH:16][cH:17]2)[c:4]([F:11])[cH:5][cH:6][c:7]1[N+:8]([O-:9])=[O:10]>>[F:1][c:2]1[c:3](-[c:12]2[cH:13][cH:14][n:15][cH:16][cH:17]2)[c:4]([F:11])[cH:5][cH:6][c:7]1[NH2:8]. The reactants are O1CCCC1 (Tetrahydrofuran), C1(=CC=CC=C1)NC(=O)C=1C(=CSC1)C(=O)OCCCCCC (Hexyl 4-(phenylcarbamoyl)thiophene-3-carboxylate), BrC=1SC(=C(C1C(=O)OCCCCCC)C(NC1=CC=CC=C1)=O)Br (hexyl 2,5-dibromo-4-(phenylcarbamoyl)thiophene-3-carboxylate), C(=O)([O-])[O-].[Cs+].[Cs+] (Cs2CO3). Reagents/catalysts: [Pd] (palladium). Run in CO (methanol). Reaction conditions: time 48 hour. Yields the product BrC=1SC(=C(C1C(=O)O)C(NC1=CC=CC=C1)=O)Br (2,5-dibromo-4-(phenylcarbamoyl)thiophene-3-carboxylic acid). As a reaction SMILES: C1(NC(C2C(C(OCCCCCC)=O)=CSC=2)=O)C=CC=CC=1.[Br:24][C:25]1[S:26][C:27]([Br:48])=[C:28]([C:39](=[O:47])[NH:40][C:41]2[CH:46]=[CH:45][CH:44]=[CH:43][CH:42]=2)[C:29]=1[C:30]([O:32]CCCCCC)=[O:31].C([O-])([O-])=O.[Cs+].[Cs+].O1CCCC1>[Pd].CO>[Br:24][C:25]1[S:26][C:27]([Br:48])=[C:28]([C:39](=[O:47])[NH:40][C:41]2[CH:46]=[CH:45][CH:44]=[CH:43][CH:42]=2)[C:29]=1[C:30]([OH:32])=[O:31] |f:2.3.4|. Procedure: Hexyl 4-(phenylcarbamoyl)thiophene-3-carboxylate (4) (0.2949 g, 0.000890 mol), hexyl 2,5-dibromo-4-(phenylcarbamoyl)thiophene-3-carboxylate (7) (0.2952 g, 0.000890 mol), palladium catalyst (4% mol), ligand (8% mol) and Cs2CO3 (162.9 mg; 0.50 mmol) were put in a microwave vial with a magnetic stirring bar. Tetrahydrofuran (1 mL) was added and sealed. 5 cycles of freeze pump thaw was done and the reaction was kept at 120 degree Celsius for 48 hours. The whole mixture was cooled to room temperature... Starting materials: CC(C)(C)OC(=O)N1CCNCC1, ClCCl, Cc1noc(C)c1C(=O)Cl, CCN(C(C)C)C(C)C. As a reaction SMILES: [C:1]([O:2][C:6](=[O:7])[N:8]1[CH2:9][CH2:10][NH:11][CH2:12][CH2:13]1)([CH3:3])([CH3:4])[CH3:5].[CH2:33]([Cl:34])[Cl:35].[CH3:23][c:24]1[n:25][o:26][c:27]([CH3:32])[c:28]1[C:29]([Cl:30])=[O:31].[CH:14]([N:15]([CH:16]([CH3:17])[CH3:18])[CH2:19][CH3:20])([CH3:21])[CH3:22]>>[C:6](=[O:7])([N:8]1[CH2:9][CH2:10][NH:11][CH2:12][CH2:13]1)[c:28]1[c:24]([CH3:23])[n:25][o:26][c:27]1[CH3:32]. Yields the product Cc1noc(C)c1C(=O)N1CCNCC1. Reactants: C1(CC1)C(=O)C1=CC=C(C=C1)Cl (4-chlorophenyl cyclopropyl ketone), N1C=NC=C1 (imidazole). Run in C(Cl)Cl (methylene chloride). Yields the product ClC1=CC=C(C=C1)C=1C=2N(CCC1)C=CN2 (8-(4-Chlorophenyl)-5,6-dihydroimidazo[1,2-a]pyridine). Reaction SMILES: [CH:1]1([C:4]([C:6]2[CH:11]=[CH:10][C:9]([Cl:12])=[CH:8][CH:7]=2)=O)[CH2:3][CH2:2]1.[NH:13]1[CH:17]=[CH:16][N:15]=[CH:14]1>C(Cl)Cl>[Cl:12][C:9]1[CH:8]=[CH:7][C:6]([C:4]2[C:14]3[N:13]([CH:17]=[CH:16][N:15]=3)[CH2:2][CH2:3][CH:1]=2)=[CH:11][CH:10]=1. Reported procedure: Combine 25 g (0.14 mol) of 4-chlorophenyl cyclopropyl ketone with 50 g (0.73 mol) of imidazole, and heat to 175° C. for 18 hr. Isolation of the product by column chromatography using 200 g of silica gel and methylene chloride as solvent followed by crystallization from ether affords the title compound.